This data is from the Open Reaction Database (ORD), a public repository of structured organic reaction records. The task is: describe an organic reaction: reactants, conditions, products, and yield Reactants: FC(C=1C=C(C=C(C1)C(F)(F)F)[C@@H]1[C@@H](N(C(O1)=O)CC1=C(C=CC(=C1)C(F)(F)F)C1=C(C=CC(=C1)[N+](=O)[O-])OC)C)(F)F ((4S,5R)-5-[3,5-bis(trifluoromethyl)phenyl]-3-{[2′-methoxy-5′-nitro-4-(trifluoromethyl)biphenyl-2-yl]methyl}-4-methyl-1,3-oxazolidin-2-one). The reagents and catalysts are O=[Pt]=O (PtO2). Run in CCOC(=O)C (EtOAc). Reaction conditions: time 45 minute. Product: NC=1C=CC(=C(C1)C1=C(C=C(C=C1)C(F)(F)F)CN1C(O[C@@H]([C@@H]1C)C1=CC(=CC(=C1)C(F)(F)F)C(F)(F)F)=O)OC ((4S,5R)-3-{[5′-amino-2′-methoxy-4-(trifluoromethyl)biphenyl-2-yl]methyl}-5-[3,5-bis(trifluoromethyl)phenyl]-4-methyl-1,3-oxazolidin-2-one). RXN SMILES: [F:1][C:2]([F:43])([F:42])[C:3]1[CH:4]=[C:5]([C@H:13]2[O:17][C:16](=[O:18])[N:15]([CH2:19][C:20]3[CH:25]=[C:24]([C:26]([F:29])([F:28])[F:27])[CH:23]=[CH:22][C:21]=3[C:30]3[CH:35]=[C:34]([N+:36]([O-])=O)[CH:33]=[CH:32][C:31]=3[O:39][CH3:40])[C@H:14]2[CH3:41])[CH:6]=[C:7]([C:9]([F:12])([F:11])[F:10])[CH:8]=1>CCOC(C)=O.O=[Pt]=O>[NH2:36][C:34]1[CH:33]=[CH:32][C:31]([O:39][CH3:40])=[C:30]([C:21]2[CH:22]=[CH:23][C:24]([C:26]([F:28])([F:29])[F:27])=[CH:25][C:20]=2[CH2:19][N:15]2[C@@H:14]([CH3:41])[C@@H:13]([C:5]3[CH:6]=[C:7]([C:9]([F:10])([F:11])[F:12])[CH:8]=[C:3]([C:2]([F:43])([F:1])[F:42])[CH:4]=3)[O:17][C:16]2=[O:18])[CH:35]=1. Procedure: To a solution of (4S,5R)-5-[3,5-bis(trifluoromethyl)phenyl]-3-{[2′-methoxy-5′-nitro-4-(trifluoromethyl)biphenyl-2-yl]methyl}-4-methyl-1,3-oxazolidin-2-one (example 122) (48.2 mg, 0.077 mmol) in EtOAc (4 mL) was added PtO2 (12 mg) and the reaction was placed under an atmosphere of hydrogen (balloon) and stirred vigorously. After 45 minutes, the catalyst was removed by filtration through a plug of silica gel with 100% EtOAc. The filtrate was concentrated to afford (4S,5R)-3-{[5′-amino-2′-methoxy-4... Reactants: CC(C)(C)c1nc2cc(N)ccc2n1CC1CCC(F)(F)CC1, CCS(=O)(=O)Cl, CN(C)c1ccncc1, ClCCl, O=C(O)C(F)(F)F. Yields the product CCS(=O)(=O)Nc1ccc2c(c1)nc(C(C)(C)C)n2CC1CCC(F)(F)CC1. RXN SMILES: [C:1]([CH3:2])([CH3:3])([CH3:4])[c:5]1[n:6][c:7]2[c:8]([n:9]1[CH2:10][CH:11]1[CH2:12][CH2:13][C:14]([F:17])([F:18])[CH2:15][CH2:16]1)[cH:19][cH:20][c:21]([NH2:23])[cH:22]2.[CH2:24]([CH3:25])[S:26](=[O:27])(=[O:28])[Cl:29].[CH3:37][N:38]([c:39]1[cH:40][cH:41][n:42][cH:43][cH:44]1)[CH3:45].[Cl:46][CH2:47][Cl:48].[F:30][C:31]([F:32])([F:33])[C:34]([OH:35])=[O:36]>>[C:1]([CH3:2])([CH3:3])([CH3:4])[c:5]1[n:6][c:7]2[c:8]([n:9]1[CH2:10][CH:11]1[CH2:12][CH2:13][C:14]([F:17])([F:18])[CH2:15][CH2:16]1)[cH:19][cH:20][c:21]([NH:23][S:26]([CH2:24][CH3:25])(=[O:27])=[O:28])[cH:22]2. Starting materials: COC(C=1C(C(=O)OC)=C(C=CC1)NC1=CC=C(C=C1)C1CCCCC1)=O (3-(4-cyclohexylphenylamino)phthalic acid dimethyl ester), [OH-].[Na+] (NaOH). Solvent: C(C)O (ethanol). The product is C1(CCCCC1)C1=CC=C(C=C1)NC1=C(C(C(=O)O)=CC=C1)C(=O)O (3-(4-Cyclohexylphenylamino)phthalic acid). Isolated yield 90.0%. RXN SMILES: C[O:2][C:3](=[O:27])[C:4]1[C:5](=[C:10]([NH:14][C:15]2[CH:20]=[CH:19][C:18]([CH:21]3[CH2:26][CH2:25][CH2:24][CH2:23][CH2:22]3)=[CH:17][CH:16]=2)[CH:11]=[CH:12][CH:13]=1)[C:6]([O:8]C)=[O:7].[OH-].[Na+]>C(O)C>[CH:21]1([C:18]2[CH:17]=[CH:16][C:15]([NH:14][C:10]3[CH:11]=[CH:12][CH:13]=[C:4]([C:3]([OH:27])=[O:2])[C:5]=3[C:6]([OH:8])=[O:7])=[CH:20][CH:19]=2)[CH2:22][CH2:23][CH2:24][CH2:25][CH2:26]1 |f:1.2|. Procedure: A mixture of 3-(4-cyclohexylphenylamino)phthalic acid dimethyl ester (0.85 g, 2.3 mmol) and 3N NaOH (50 mL) in ethanol (100 mL) was heated to reflux for 90 minutes. The mixture was cooled, and the solvent was removed under vacuum. The residue was dissolved in water (100 mL), washed with ethyl acetate (3×75 mL), acidified (HCl) and extracted with ethyl acetate (3×75 mL). The combined organic extracts were washed with water (3×75 mL), dried (MgSO4), and evaporated, providing 0.70 g in 90% yield: 1... The reactants are CS(=O)(=O)c1nccc(OCc2ccccc2)n1, OCCCN1CC2CC2(c2ccc(C(F)(F)F)cc2)C1, CN(C)C=O. Product: FC(F)(F)c1ccc(C23CC2CN(CCCOc2nccc(OCc4ccccc4)n2)C3)cc1. Reaction SMILES: [CH3:21][S:22](=[O:23])(=[O:24])[c:25]1[n:26][cH:27][cH:28][c:29]([O:31][CH2:32][c:33]2[cH:34][cH:35][cH:36][cH:37][cH:38]2)[n:30]1.[F:1][C:2]([c:3]1[cH:4][cH:5][c:6]([C:9]23[CH2:10][N:11]([CH2:15][CH2:16][CH2:17][OH:18])[CH2:12][CH:13]2[CH2:14]3)[cH:7][cH:8]1)([F:19])[F:20].[O:39]=[CH:40][N:41]([CH3:42])[CH3:43]>>[F:1][C:2]([c:3]1[cH:4][cH:5][c:6]([C:9]23[CH2:10][N:11]([CH2:15][CH2:16][CH2:17][O:18][c:25]4[n:26][cH:27][cH:28][c:29]([O:31][CH2:32][c:33]5[cH:34][cH:35][cH:36][cH:37][cH:38]5)[n:30]4)[CH2:12][CH:13]2[CH2:14]3)[cH:7][cH:8]1)([F:19])[F:20]. The reactants are ClC1=CC=C(C=C1)C1(CCNCC1)C1=CC=C(C=C1)C=1C(=NN(C1)C(C1=CC=CC=C1)(C1=CC=CC=C1)C1=CC=CC=C1)C (4-(4-chloro-phenyl)-4-[4-(3-methyl-1-trityl-1H-pyrazol-4-yl)-phenyl]-piperidine). Run in Cl (hydrochloric acid), C1CCOC1 (THF), CO (methanol). Run at time 140 minute. Product: ClC1=CC=C(C=C1)C1(CCNCC1)C1=CC=C(C=C1)C=1C(=NNC1)C (4-(4-Chloro-phenyl)-4-[4-(3-methyl-1H-pyrazol-4-yl)-phenyl]-piperidine). As a reaction SMILES: [Cl:1][C:2]1[CH:7]=[CH:6][C:5]([C:8]2([C:14]3[CH:19]=[CH:18][C:17]([C:20]4[C:21]([CH3:44])=[N:22][N:23](C(C5C=CC=CC=5)(C5C=CC=CC=5)C5C=CC=CC=5)[CH:24]=4)=[CH:16][CH:15]=3)[CH2:13][CH2:12][NH:11][CH2:10][CH2:9]2)=[CH:4][CH:3]=1>Cl.C1COCC1.CO>[Cl:1][C:2]1[CH:7]=[CH:6][C:5]([C:8]2([C:14]3[CH:19]=[CH:18][C:17]([C:20]4[C:21]([CH3:44])=[N:22][NH:23][CH:24]=4)=[CH:16][CH:15]=3)[CH2:13][CH2:12][NH:11][CH2:10][CH2:9]2)=[CH:4][CH:3]=1. Reported procedure: A suspension of 4-(4-chloro-phenyl)-4-[4-(3-methyl-1-trityl-1H-pyrazol-4-yl)-phenyl]-piperidine (178 mg, 0.30 mmol) in 5N hydrochloric acid (5 mL), THF (5 mL) and methanol (5 mL) was stirred for 140 minutes. The organic solvents were removed in vacuo then the resulting solution was diluted with 2N HCl and washed with ether. The aqueous phase was basified by addition of sodium hydroxide pellets then extracted with ethyl acetate. This organic extract was washed with brine, dried (MgSO4), filtered ... The reactants are [Br-], C1CCOC1, O=CCc1ccc2c(cnn2-c2ccccc2)c1, [Mg+]c1ccccc1. Yields the product OC(Cc1ccc2c(cnn2-c2ccccc2)c1)c1ccccc1. As a reaction SMILES: [Br-:19].[CH2:27]1[O:28][CH2:29][CH2:30][CH2:31]1.[c:1]1(-[n:7]2[n:8][cH:9][c:10]3[cH:11][c:12]([CH2:16][CH:17]=[O:18])[cH:13][cH:14][c:15]23)[cH:2][cH:3][cH:4][cH:5][cH:6]1.[c:20]1([Mg+:26])[cH:21][cH:22][cH:23][cH:24][cH:25]1>>[c:1]1(-[n:7]2[n:8][cH:9][c:10]3[cH:11][c:12]([CH2:16][CH:17]([OH:18])[c:20]4[cH:21][cH:22][cH:23][cH:24][cH:25]4)[cH:13][cH:14][c:15]23)[cH:2][cH:3][cH:4][cH:5][cH:6]1. Reactants: CS(=O)(=O)C(CCCCCCC(=O)OC)(CCCC(COC1=CC=C(C=C1)F)OCC1=CC=CC=C1)C(=O)OC (methyl 8-methylsulfonyl-8-methoxycarbonyl-12-benzyloxy-13-(4-fluorophenoxy)tridecanoate), [Cl-].[Na+] (sodium chloride), CN(C=O)C (dimethylformamide). Solvent: O (water). Run at temperature 160 celsius. Yields the product CS(=O)(=O)C(CCCCCCC(=O)OC)CCCC(COC1=CC=C(C=C1)F)OCC1=CC=CC=C1 (methyl 8-methylsulfonyl-12-benzyloxy-13-(4-fluorophenoxy)tridecanoate). As a reaction SMILES: [CH3:1][S:2]([C:5](C(OC)=O)([CH2:16][CH2:17][CH2:18][CH:19]([O:29][CH2:30][C:31]1[CH:36]=[CH:35][CH:34]=[CH:33][CH:32]=1)[CH2:20][O:21][C:22]1[CH:27]=[CH:26][C:25]([F:28])=[CH:24][CH:23]=1)[CH2:6][CH2:7][CH2:8][CH2:9][CH2:10][CH2:11][C:12]([O:14][CH3:15])=[O:13])(=[O:4])=[O:3].[Cl-].[Na+].CN(C)C=O>O>[CH3:1][S:2]([CH:5]([CH2:16][CH2:17][CH2:18][CH:19]([O:29][CH2:30][C:31]1[CH:36]=[CH:35][CH:34]=[CH:33][CH:32]=1)[CH2:20][O:21][C:22]1[CH:27]=[CH:26][C:25]([F:28])=[CH:24][CH:23]=1)[CH2:6][CH2:7][CH2:8][CH2:9][CH2:10][CH2:11][C:12]([O:14][CH3:15])=[O:13])(=[O:4])=[O:3] |f:1.2|. Procedure: A mixture of methyl 8-methylsulfonyl-8-methoxycarbonyl-12-benzyloxy-13-(4-fluorophenoxy)tridecanoate (2.60 g., 4.5 mmoles), sodium chloride (0.5 g., 8.5 mmoles), dimethylformamide (8 ml.) and water (0.2 ml.) is heated with an oil bath at 160° C. overnight (ca. 15 hours). The reaction mixture is allowed to cool to room temperature, quenched with cold water, and then extracted with chloroform three times. The combined extracts are washed with brine and dried over anhydrous magnesium sulfate. The s... Reported procedure: Preparation according to Example 2: 4-[2-fluoro-3-(trifluoromethyl)phenyl]piperidin-4-ol (0.02 g, 0.076 mmol), acetonitrile (2 ml), potassium carbonate (0.02 g, 0.14 mmol), 2-iodobutane (0.009 ml, 0.082 mmol). MS m/z (relative intensity, 70.eV) 319 (M+, 2), 290 (72), 191 (28), 177 (14), 56 (bp). The reactants are ( 28 ), FC1=C(C=CC=C1C(F)(F)F)C1(CCNCC1)O (4-[2-fluoro-3-(trifluoromethyl)phenyl]piperidin-4-ol), ( 72 ), C([O-])([O-])=O.[K+].[K+] (potassium carbonate), IC(C)CC (2-iodobutane), ( 14 ). Product: C(C)(CC)N1CCC(CC1)(O)C1=C(C(=CC=C1)C(F)(F)F)F (1-SEC-BUTYL-4-[2-FLUORO-3-(TRIFLUOROMETHYL)PHENYL]PIPERIDIN-4-OL). Solvent: C(C)#N (acetonitrile). As a reaction SMILES: [F:1][C:2]1[C:7]([C:8]([F:11])([F:10])[F:9])=[CH:6][CH:5]=[CH:4][C:3]=1[C:12]1([OH:18])[CH2:17][CH2:16][NH:15][CH2:14][CH2:13]1.C(=O)([O-])[O-].[K+].[K+].I[CH:26]([CH2:28][CH3:29])[CH3:27]>C(#N)C>[CH:26]([N:15]1[CH2:16][CH2:17][C:12]([C:3]2[CH:4]=[CH:5][CH:6]=[C:7]([C:8]([F:10])([F:11])[F:9])[C:2]=2[F:1])([OH:18])[CH2:13][CH2:14]1)([CH2:28][CH3:29])[CH3:27] |f:1.2.3|.